describe an organic reaction: reactants, conditions, products, and yield From a dataset of the Open Reaction Database (ORD), a public repository of structured organic reaction records. Reactants: BrC1=C(C=CC(=C1)C(F)(F)F)O (2-bromo-4-(trifluoromethyl)phenol), [H-].[Na+] (sodium hydride), BrBr (bromine), Intermediate 9, ClC=1C=C(C(=O)OO)C=CC1 (3-chloroperoxybenzoic acid), C(C=C)Br (allyl bromide), C(C=C)C1=C(C(=CC(=C1)C(F)(F)F)Br)O (2-allyl-6-bromo-4-(trifluoromethyl)phenol), C([O-])([O-])=O.[K+].[K+] (potassium carbonate), C(C=C)C1=C(C(=CC(=C1)C(F)(F)F)Br)O (2-allyl-6-bromo-4-(trifluoromethyl)phenol), Intermediate 8, FC(C1=CC=C(C=C1)O)(F)F (4-(trifluoromethyl)phenol), C(C=C)OCC=C (allyl ether). Solvent: C(Cl)(Cl)(Cl)Cl (carbon tetrachloride), C(Cl)(Cl)(Cl)Cl (carbon tetrachloride), C1(=CC(=CC(=C1)C)C)C (mesitylene). Run at temperature 0 celsius, time 24 hour. The product is BrC1=CC(=CC=2CC(OC21)CO)C(F)(F)F ((±)-(7-bromo-5-(trifluoromethyl)-2,3-dihydro-1-benzofuran-2-yl)methanol). Isolated yield 60.4%. RXN SMILES: FC(F)(F)C1C=C[C:6]([OH:9])=[CH:5][CH:4]=1.BrBr.[Br:14][C:15]1[CH:20]=[C:19]([C:21]([F:24])([F:23])[F:22])[CH:18]=[CH:17][C:16]=1[OH:25].[H-].[Na+].C(Br)C=C.C(OCC=C)C=C.C(C1C=C(C(F)(F)F)C=C(Br)C=1O)C=C.ClC1C=C(C=CC=1)C(OO)=O.C(=O)([O-])[O-].[K+].[K+]>C(Cl)(Cl)(Cl)Cl.C1(C)C=C(C)C=C(C)C=1>[Br:14][C:15]1[C:16]2[O:25][CH:5]([CH2:6][OH:9])[CH2:4][C:17]=2[CH:18]=[C:19]([C:21]([F:23])([F:24])[F:22])[CH:20]=1 |f:3.4,9.10.11|. Procedure: To a solution of 4-(trifluoromethyl)phenol (5.0 g, 30.86 mmol) in carbon tetrachloride (100 mL) cooled to 0° C. was added dropwise over 4 hours bromine (4.94 g, 30.86 mmol) in carbon tetrachloride (25 mL) and the reaction mixture was allowed to stir at 0° C. for 24 h. The reaction mixture was washed with 10% aqueous sodium bisulfite (100 mL) and dichloromethane (300 mL). The aqueous phase was separated and extracted with dichloromethane (2×100 mL). The combined organic extracts were washed with ...